From a dataset of the Open Reaction Database (ORD), a public repository of structured organic reaction records. describe an organic reaction: reactants, conditions, products, and yield The reactants are CCC(CO)CC[N+](=O)[O-], CC(C)=O, CC(C)O, ClC(Cl)Cl. Product: CCC(CC[N+](=O)[O-])C(=O)O. RXN SMILES: [CH2:1]([CH3:2])[CH:3]([CH2:4][OH:5])[CH2:6][CH2:7][N+:8](=[O:9])[O-:10].[CH3:19][C:20](=[O:21])[CH3:22].[CH:11]([CH3:12])([CH3:13])[OH:14].[Cl:15][CH:16]([Cl:17])[Cl:18]>>[CH2:1]([CH3:2])[CH:3]([C:4](=[O:5])[OH:14])[CH2:6][CH2:7][N+:8](=[O:9])[O-:10]. Starting materials: FC1=C2C=C(NC2=CC=C1OC1=CC(=NC=N1)COS(=O)(=O)C)C (Methanesulfonic acid 6-(4-fluoro-2-methyl-1H-indol-5-yloxy)-pyrimidin-4-ylmethyl ester), CN (methylamine), C1CCOC1 (THF). Run in C(Cl)Cl (DCM), O (H2O), CCOC(=O)C (EtOAc). Yields the product FC1=C2C=C(NC2=CC=C1OC1=CC(=NC=N1)CNC)C ([6-(4-Fluoro-2-methyl-1H-indol-5-yloxy)-pyrimidin-4-ylmethyl]-methyl-amine). As a reaction SMILES: [F:1][C:2]1[C:10]([O:11][C:12]2[N:17]=[CH:16][N:15]=[C:14]([CH2:18]OS(C)(=O)=O)[CH:13]=2)=[CH:9][CH:8]=[C:7]2[C:3]=1[CH:4]=[C:5]([CH3:24])[NH:6]2.[CH3:25][NH2:26].C1COCC1>C(Cl)Cl.O.CCOC(C)=O>[F:1][C:2]1[C:10]([O:11][C:12]2[N:17]=[CH:16][N:15]=[C:14]([CH2:18][NH:26][CH3:25])[CH:13]=2)=[CH:9][CH:8]=[C:7]2[C:3]=1[CH:4]=[C:5]([CH3:24])[NH:6]2. Procedure details: Methanesulfonic acid 6-(4-fluoro-2-methyl-1H-indol-5-yloxy)-pyrimidin-4-ylmethyl ester (2.5 g, 8.78 mmol) is stirred in DCM (40.0 mL) with 1 M methylamine in THF (4.39 mL, 8.78 mmol) at rt for 24 h. The reaction is diluted with H2O and EtOAc. The organic layer is washed with brine, dried over Na2SO4, filtered, and purified by FCC eluting with first 10-100% EtOAc in heptanes, then washing with 0-25% MeOH with NH3 in EtOAc to provide the title compound. MS (ESI) m/z 287.2 (M+1); 1H NMR (400 MHz, M... Reactants: CCc1cn(C2CC(O)C(CN)O2)c(=O)[nH]c1=O, [Na+], [OH-], O, O=C(Cl)Cc1cccs1. Product: CCc1cn(C2CC(O)C(CNC(=O)Cc3cccs3)O2)c(=O)[nH]c1=O. As a reaction SMILES: [NH2:10][CH2:11][CH:12]1[CH:13]([OH:27])[CH2:14][CH:15]([n:17]2[c:18](=[O:19])[nH:20][c:21](=[O:22])[c:23]([CH2:25][CH3:26])[cH:24]2)[O:16]1.[Na+:29].[OH-:28].[OH2:30].[s:1]1[c:2]([CH2:6][C:7](=[O:8])[Cl:9])[cH:3][cH:4][cH:5]1>>[s:1]1[c:2]([CH2:6][C:7](=[O:8])[NH:10][CH2:11][CH:12]2[CH:13]([OH:27])[CH2:14][CH:15]([n:17]3[c:18](=[O:19])[nH:20][c:21](=[O:22])[c:23]([CH2:25][CH3:26])[cH:24]3)[O:16]2)[cH:3][cH:4][cH:5]1. The reactants are FC1=CC=C(C=C1)CC1=CN=C2C(=C(C(N(C2=C1)CC(=O)N1CCOCC1)=O)C(=O)OCC)O (ethyl 7-[(4-fluorophenyl)methyl]-4-hydroxy-1-[2-(4-morpholinyl)-2-oxoethyl]-2-oxo-1,2-dihydro-1,5-naphthyridine-3-carboxylate), COCC(C)N ((±)-1-(methyloxy)-2-propanamine). Yields the product FC1=CC=C(C=C1)CC1=CN=C2C(=C(C(N(C2=C1)CC(=O)N1CCOCC1)=O)C(=O)NC(COC)C)O ((±)-7-[(4-Fluorophenyl)methyl]-4-hydroxy-N-[1-methyl-2-(methyloxy)ethyl]-1-[2-(4-morpholinyl)-2-oxoethyl]-2-oxo-1,2-dihydro-1,5-naphthyridine-3-carboxamide). As a reaction SMILES: [F:1][C:2]1[CH:7]=[CH:6][C:5]([CH2:8][C:9]2[CH:18]=[C:17]3[C:12]([C:13]([OH:34])=[C:14]([C:29](OCC)=[O:30])[C:15](=[O:28])[N:16]3[CH2:19][C:20]([N:22]3[CH2:27][CH2:26][O:25][CH2:24][CH2:23]3)=[O:21])=[N:11][CH:10]=2)=[CH:4][CH:3]=1.[CH3:35][O:36][CH2:37][CH:38]([NH2:40])[CH3:39]>>[F:1][C:2]1[CH:3]=[CH:4][C:5]([CH2:8][C:9]2[CH:18]=[C:17]3[C:12]([C:13]([OH:34])=[C:14]([C:29]([NH:40][CH:38]([CH3:39])[CH2:37][O:36][CH3:35])=[O:30])[C:15](=[O:28])[N:16]3[CH2:19][C:20]([N:22]3[CH2:23][CH2:24][O:25][CH2:26][CH2:27]3)=[O:21])=[N:11][CH:10]=2)=[CH:6][CH:7]=1. Procedure details: This compound was prepared from ethyl 7-[(4-fluorophenyl)methyl]-4-hydroxy-1-[2-(4-morpholinyl)-2-oxoethyl]-2-oxo-1,2-dihydro-1,5-naphthyridine-3-carboxylate and (±)-1-(methyloxy)-2-propanamine employing methods similar to those those described in Example 9 and was purified by reverse phase preparative HPLC (C-18 stationary phase; 10-100% CH3CN/water/0.1% formic acid mobile phase). The product was obtained as an off-white rigid foam: 1H NMR (CDCl3) δ 10.01 (1H, d, J=8 Hz), 8.57 (1H, s), 7.15 (2H... Reactants: CC=1C=2N(C=C(C1)C1=CC=C(C=C1)C(F)(F)F)C(=CN2)C(=O)O (8-methyl-6-(4-trifluoromethyl-phenyl)-imidazo[1,2-a]pyridine-3-carboxylic acid), NC1=NC=C(C=N1)C(=N)NO (2-amino-N-hydroxy-pyrimidine-5-carboxamidine). Product: CC=1C=2N(C=C(C1)C1=CC=C(C=C1)C(F)(F)F)C(=CN2)C2=NC(=NO2)C=2C=NC(=NC2)N (5-{5-[8-Methyl-6-(4-trifluoromethyl-phenyl)-imidazo[1,2-a]pyridin-3-yl]-[1,2,4]oxadiazol-3-yl}-pyrimidin-2-ylamine). Reaction SMILES: [CH3:1][C:2]1[C:3]2[N:4]([C:18]([C:21](O)=[O:22])=[CH:19][N:20]=2)[CH:5]=[C:6]([C:8]2[CH:13]=[CH:12][C:11]([C:14]([F:17])([F:16])[F:15])=[CH:10][CH:9]=2)[CH:7]=1.[NH2:24][C:25]1[N:30]=[CH:29][C:28]([C:31]([NH:33]O)=[NH:32])=[CH:27][N:26]=1>>[CH3:1][C:2]1[C:3]2[N:4]([C:18]([C:21]3[O:22][N:33]=[C:31]([C:28]4[CH:27]=[N:26][C:25]([NH2:24])=[N:30][CH:29]=4)[N:32]=3)=[CH:19][N:20]=2)[CH:5]=[C:6]([C:8]2[CH:13]=[CH:12][C:11]([C:14]([F:17])([F:16])[F:15])=[CH:10][CH:9]=2)[CH:7]=1. Procedure: The title compound was prepared from 8-methyl-6-(4-trifluoromethyl-phenyl)-imidazo[1,2-a]pyridine-3-carboxylic acid (example C.34) (160 mg, 0.5 mmol) 2-amino-N-hydroxy-pyrimidine-5-carboxamidine (example B.5) (115 mg, 0.75 mmol) according to general procedure II. Obtained after purification by flash chromatography (ethyl acetate/heptane) and crystallization (dichloromethane/hexane) as a white solid (60 mg, 27%). MS (ISP) 438.3 [(M+H)+]; mp 302° C. Solvent: O (water), O (water). Isolated yield 77.4%. Starting materials: C(C)(=O)N[C@@H]1[C@H]([C@]([C@@H]2[C@H]([C@H]12)C(=O)OC(C)(C)C)(C(=O)OC(C)(C)C)NC(=O)OC(C)(C)C)OCC1=CC(=C(C=C1)Cl)Cl (Di-tert-butyl (1S,2R,3R,4S,5R,6S)-4-(acetylamino)-2-[(tert-butoxycarbonyl)amino]-3-[(3,4-dichlorobenzyl)oxy]bicyclo[3.1.0]hexane-2,6-dicarboxylate), C(C)(=O)O (acetic acid). Reaction SMILES: [C:1]([NH:4][C@H:5]1[C@@H:10]2[C@@H:8]([C@H:9]2[C:11]([O:13]C(C)(C)C)=[O:12])[C@:7]([NH:25]C(OC(C)(C)C)=O)([C:18]([O:20]C(C)(C)C)=[O:19])[C@@H:6]1[O:33][CH2:34][C:35]1[CH:40]=[CH:39][C:38]([Cl:41])=[C:37]([Cl:42])[CH:36]=1)(=[O:3])[CH3:2].C(O)(=O)C>O>[C:1]([NH:4][C@H:5]1[C@@H:10]2[C@@H:8]([C@H:9]2[C:11]([OH:13])=[O:12])[C@:7]([NH2:25])([C:18]([OH:20])=[O:19])[C@@H:6]1[O:33][CH2:34][C:35]1[CH:40]=[CH:39][C:38]([Cl:41])=[C:37]([Cl:42])[CH:36]=1)(=[O:3])[CH3:2]. Conditions: temperature 140 celsius, time 15 minute. Yields the product C(C)(=O)N[C@@H]1[C@H]([C@]([C@@H]2[C@H]([C@H]12)C(=O)O)(C(=O)O)N)OCC1=CC(=C(C=C1)Cl)Cl ((1S,2R,3R,4S,5R,6S)-4-(Acetylamino)-2-amino-3-[(3,4-dichlorobenzyl)oxy]bicyclo[3.1.0]hexane-2,6-dicarboxylic acid). Procedure: Di-tert-butyl (1S,2R,3R,4S,5R,6S)-4-(acetylamino)-2-[(tert-butoxycarbonyl)amino]-3-[(3,4-dichlorobenzyl)oxy]bicyclo[3.1.0]hexane-2,6-dicarboxylate (2.40 g, 3.81 mmol) is added to acetic acid (7.99 g, 7.62 mL, 133.05 mmol,) and water (3.81 mL, 3.81 g, 211.60 mmol) and heated in a microwave to 140° C. After 15 minutes, cool to room temperature, dilute with water and filter to collect the solids. Sequentially wash the solids with water (2×50 mL) and diethyl ether (2×50 mL), and then dry in a vacuum... Starting materials: BrC1=CC2=C(N=C(S2)[C@@H]2C[C@H](C2)N2[C@@H](CCC2)C)C=C1 (Trans-6-bromo-2-{3-[(2R)-2-methylpyrrolidin-1-yl]cyclobutyl}-1,3-benzothiazole), COC1=NC=C(C=N1)B(O)O (2-methoxypyrimidine-5-boronic acid), N1=CN=CC(=C1)B(O)O (pyrimidine-5-boronic acid). Yields the product COC1=NC=C(C=N1)C1=CC2=C(N=C(S2)[C@@H]2C[C@@H](C2)N2CCCCC2)C=C1 (Cis-6-(2-methoxypyrimidin-5-yl)-2-(3-piperidin-1-ylcyclobutyl)-1,3-benzothiazole). Reaction SMILES: Br[C:2]1[CH:20]=[CH:19][C:5]2[N:6]=[C:7]([C@H:9]3[CH2:12][C@H:11]([N:13]4[CH2:17][CH2:16][CH2:15][C@H:14]4[CH3:18])[CH2:10]3)[S:8][C:4]=2[CH:3]=1.[CH3:21][O:22][C:23]1[N:28]=[CH:27][C:26](B(O)O)=[CH:25][N:24]=1.N1C=C(B(O)O)C=NC=1>>[CH3:21][O:22][C:23]1[N:28]=[CH:27][C:26]([C:2]2[CH:20]=[CH:19][C:5]3[N:6]=[C:7]([C@H:9]4[CH2:12][C@@H:11]([N:13]5[CH2:14][CH2:18][CH2:15][CH2:16][CH2:17]5)[CH2:10]4)[S:8][C:4]=3[CH:3]=2)=[CH:25][N:24]=1. Reported procedure: The title compound was prepared according to the procedure described in Example 1F, substituting the product of Example 32A for the product of Example 1E, and substituting 2-methoxypyrimidine-5-boronic acid for pyrimidine-5-boronic acid. 1H NMR (500 MHz, CDCl3) δ ppm 8.77 (s, 2H) 8.04 (d, J=8.42 Hz, 1H) 7.98 (s, 1H) 7.58 (dd, J=8.42, 1.87 Hz, 1H) 4.08 (s, 3H) 3.55-3.68 (m, 1H) 2.79-2.91 (m, 1H) 2.66-2.77 (m, 2H) 2.23-2.49 (m, 6H) 1.52-1.73 (m, 6H). MS: (M+H)+=381. Starting materials: C(C=C)OC1=CC=CC=2OC(OC21)OCC (4-Allyloxy-2-ethoxy-1,3-benzodioxolane), O.C1(=CC=C(C=C1)S(=O)(=O)O)C (p-toluenesulfonic acid monohydrate), C(=O)(O)[O-].[Na+] (NaHCO3). The solvent is CO (MeOH). Yields the product C(C=C)OC1=C(C(O)=CC=C1)O (3-Allyloxycatechol), compound. Isolated yield 95.0%. As a reaction SMILES: [CH2:1]([O:4][C:5]1[C:13]2[O:12]C(OCC)[O:10][C:9]=2[CH:8]=[CH:7][CH:6]=1)[CH:2]=[CH2:3].O.C1(C)C=CC(S(O)(=O)=O)=CC=1.C([O-])(O)=O.[Na+]>CO>[CH2:1]([O:4][C:5]1[CH:6]=[CH:7][CH:8]=[C:9]([OH:10])[C:13]=1[OH:12])[CH:2]=[CH2:3] |f:1.2,3.4|. Procedure details: A solution of 38 (3.3 g, 15 mmol) and p-toluenesulfonic acid monohydrate (0.17 g, 0.9 mmol) in aqueous MeOH (21 mL, MeOH: H2O 20:1) was stirred at rt for 16 h, then neutralised by the addition of saturated NaHCO3 aq. and the methanol was removed in vacuo. The residue was extracted with t-BuOMe (3×) and the organic phase was dried (Na2SO4) and evaporated to dryness to give 39 compound (2.4 g, 95%) which was used as such in the next step: